From a dataset of the Open Reaction Database (ORD), a public repository of structured organic reaction records. describe an organic reaction: reactants, conditions, products, and yield The reactants are CC1=C2[C@H](C(=O)[C@@]3([C@H](C[C@@H]4[C@]([C@H]3[C@@H]([C@@](C2(C)C)(C[C@@H]1O)O)OC(=O)C5=CC=CC=C5)(CO4)OC(=O)C)O[C@H]6[C@@H]([C@H]([C@@H](CO6)O)O)O)C)O (7-xylosyl-10-deacetylbaccatin III), CC1=C2[C@H](C(=O)[C@@]3([C@H](C[C@@H]4[C@]([C@H]3[C@@H]([C@@](C2(C)C)(C[C@@H]1O)O)OC(=O)C5=CC=CC=C5)(CO4)OC(=O)C)O[C@H]6[C@@H]([C@H]([C@@H](CO6)O)O)O)C)O (XDB), CC1=C2[C@H](C(=O)[C@@]3([C@H](C[C@@H]4[C@]([C@H]3[C@@H]([C@@](C2(C)C)(C[C@@H]1O)O)OC(=O)C=5C=CC=CC5)(CO4)OC(=O)C)O)C)O (10-deacetylbaccatin III). Reaction SMILES: [CH3:1][C:2]1[C@@H:19]([OH:20])[CH2:18][C@:14]2([OH:21])[C:15]([CH3:17])([CH3:16])[C:3]=1[C@@H:4]([OH:48])[C:5]([C@@:7]1([CH3:47])[C@H:12]([C@@H:13]2[O:22][C:23]([C:25]2[CH:30]=[CH:29][CH:28]=[CH:27][CH:26]=2)=[O:24])[C@:11]2([O:33][C:34]([CH3:36])=[O:35])[CH2:31][O:32][C@@H:10]2[CH2:9][C@@H:8]1[O:37][C@@H:38]1[O:43][CH2:42][C@@H:41]([OH:44])[C@H:40]([OH:45])[C@H:39]1[OH:46])=[O:6].CC1[C@@H](O)C[C@]2(O)C(C)(C)C=1[C@@H:52](O)[C:53]([C@@]1(C)[C@H]([C@@H]2OC(C2C=CC=CC=2)=O)[C@]2(OC(C)=O)CO[C@@H]2C[C@@H]1O)=[O:54]>>[CH3:1][C:2]1[C@@H:19]([OH:20])[CH2:18][C@:14]2([OH:21])[C:15]([CH3:16])([CH3:17])[C:3]=1[C@@H:4]([O:48][C:53]([CH3:52])=[O:54])[C:5]([C@@:7]1([CH3:47])[C@H:12]([C@@H:13]2[O:22][C:23]([C:25]2[CH:26]=[CH:27][CH:28]=[CH:29][CH:30]=2)=[O:24])[C@:11]2([O:33][C:34]([CH3:36])=[O:35])[CH2:31][O:32][C@@H:10]2[CH2:9][C@@H:8]1[O:37][C@@H:38]1[O:43][CH2:42][C@@H:41]([OH:44])[C@H:40]([OH:45])[C@H:39]1[OH:46])=[O:6]. Run at time 24 hour. Procedure: The strain was the same as that in Example 6 and the substrate was 7-xylosyl-10-deacetylbaccatin III (XDB). 1.5 ml cell reaction solution contained 16 mg dry cells per milliliter and 8 mg XDB per milliliter. The mixture was incubated in a water shaking bath for 24 h at 30˜55° C. HPLC analysis results showed that the conversion ratio of XDB was 86.54% and the yield of the product, 10-deacetylbaccatin III (DB), was 5.57 mg/ml (FIG. 7). Yields the product CC1=C2[C@H](C(=O)[C@@]3([C@H](C[C@@H]4[C@]([C@H]3[C@@H]([C@@](C2(C)C)(C[C@@H]1O)O)OC(=O)C5=CC=CC=C5)(CO4)OC(=O)C)O[C@H]6[C@@H]([C@H]([C@@H](CO6)O)O)O)C)OC(=O)C (7-xylosyl-baccatin III). Reactants: CC(C)(C)OC(=O)Nc1ccc(Sc2ccc(S(=O)(=O)Nc3ccc(Br)cc3)cc2[N+](=O)[O-])cc1, CCO, CCOC(C)=O, [Cl-], [Fe], [NH4+], O. Product: CC(C)(C)OC(=O)Nc1ccc(Sc2ccc(S(=O)(=O)Nc3ccc(Br)cc3)cc2N)cc1. RXN SMILES: [C:1]([CH3:2])([CH3:3])([CH3:4])[O:5][C:6]([NH:7][c:8]1[cH:9][cH:10][c:11]([S:14][c:15]2[c:16]([N+:32]([O-:33])=[O:34])[cH:17][c:18]([S:21]([NH:22][c:23]3[cH:24][cH:25][c:26]([Br:29])[cH:27][cH:28]3)(=[O:30])=[O:31])[cH:19][cH:20]2)[cH:12][cH:13]1)=[O:35].[CH3:39][CH2:40][OH:41].[CH3:42][CH2:43][O:44][C:45](=[O:46])[CH3:47].[Cl-:36].[Fe:48].[NH4+:37].[OH2:38]>>[C:1]([CH3:2])([CH3:3])([CH3:4])[O:5][C:6]([NH:7][c:8]1[cH:9][cH:10][c:11]([S:14][c:15]2[c:16]([NH2:32])[cH:17][c:18]([S:21]([NH:22][c:23]3[cH:24][cH:25][c:26]([Br:29])[cH:27][cH:28]3)(=[O:30])=[O:31])[cH:19][cH:20]2)[cH:12][cH:13]1)=[O:35]. The reactants are Cl.NCC=1C(=C(C=NC1)C=1C=C2CCC(N(C2=CC1F)C)=O)C (6-(5-Aminomethyl-4-methyl-pyridin-3-yl)-7-fluoro-1-methyl-3,4-dihydro-1H-quinolin-2-one hydrochloride), ClC=1C(=NC=CC1)C(=O)O (3-chloro-pyridine-2-carboxylic acid). Yields the product FC1=C(C=C2CCC(N(C2=C1)C)=O)C=1C(=C(C=NC1)CNC(=O)C1=NC=CC=C1Cl)C (3-Chloro-pyridine-2-carboxylic acid [5-(7-fluoro-1-methyl-2-oxo-1,2,3,4-tetrahydro-quinolin-6-yl)-4-methyl-pyridin-3-ylmethyl]-amide). RXN SMILES: Cl.[NH2:2][CH2:3][C:4]1[C:5]([CH3:23])=[C:6]([C:10]2[CH:11]=[C:12]3[C:17](=[CH:18][C:19]=2[F:20])[N:16]([CH3:21])[C:15](=[O:22])[CH2:14][CH2:13]3)[CH:7]=[N:8][CH:9]=1.[Cl:24][C:25]1[C:26]([C:31](O)=[O:32])=[N:27][CH:28]=[CH:29][CH:30]=1>>[F:20][C:19]1[CH:18]=[C:17]2[C:12]([CH2:13][CH2:14][C:15](=[O:22])[N:16]2[CH3:21])=[CH:11][C:10]=1[C:6]1[C:5]([CH3:23])=[C:4]([CH2:3][NH:2][C:31]([C:26]2[C:25]([Cl:24])=[CH:30][CH:29]=[CH:28][N:27]=2)=[O:32])[CH:9]=[N:8][CH:7]=1 |f:0.1|. Procedure: In analogy to the procedure described for the preparation of example 75, 6-(5-aminomethyl-4-methyl-pyridin-3-yl)-7-fluoro-1-methyl-3,4-dihydro-1H-quinolin-2-one hydrochloride (example 226) has been coupled with 3-chloro-pyridine-2-carboxylic acid to give the title compound as a colorless solid. MS: 439.4 (M+H+). The product is CCOC(=O)CN1C(=O)C(NC(=O)Nc2cccc(C)c2)N=C(c2ccccc2F)c2ccccc21. Starting materials: ClCCl, CCOC(=O)CN1C(=O)C(N)N=C(c2ccccc2F)c2ccccc21, Cc1cccc(N=C=O)c1. As a reaction SMILES: [Cl:37][CH2:38][Cl:39].[NH2:1][CH:2]1[C:3](=[O:26])[N:4]([CH2:20][C:21](=[O:22])[O:23][CH2:24][CH3:25])[c:5]2[c:6]([cH:16][cH:17][cH:18][cH:19]2)[C:7]([c:9]2[c:10]([F:15])[cH:11][cH:12][cH:13][cH:14]2)=[N:8]1.[c:27]1([CH3:36])[cH:28][c:29]([N:33]=[C:34]=[O:35])[cH:30][cH:31][cH:32]1>>[NH:1]([CH:2]1[C:3](=[O:26])[N:4]([CH2:20][C:21](=[O:22])[O:23][CH2:24][CH3:25])[c:5]2[c:6]([cH:16][cH:17][cH:18][cH:19]2)[C:7]([c:9]2[c:10]([F:15])[cH:11][cH:12][cH:13][cH:14]2)=[N:8]1)[C:34]([NH:33][c:29]1[cH:28][c:27]([CH3:36])[cH:32][cH:31][cH:30]1)=[O:35]. Reactants: C(=O)(OC(C)(C)C)OC(=O)OC(C)(C)C (Di-tert-butyl dicarbonate), OC1=CC=C2C=CC=NC2=C1 (7-hydroxyquinoline). Reagents/catalysts: CN(C1=CC=NC=C1)C (4-(dimethylamino)pyridine). Run in CN(C)C=O (N,N′-dimethylformamide), CCOC(=O)C (EtOAc). Run at time 18 hour. Yields the product C(OC(C)(C)C)(OC1=CC=C2C=CC=NC2=C1)=O (tert-Butyl quinolin-7-yl carbonate). The yield is 96.7%. As a reaction SMILES: [C:1]([O:8][C:9]([O:11][C:12]([CH3:15])([CH3:14])[CH3:13])=[O:10])(OC(C)(C)C)=O.OC1[CH:26]=[C:25]2[C:20]([CH:21]=[CH:22][CH:23]=[N:24]2)=[CH:19][CH:18]=1>CN(C)C1C=CN=CC=1.CN(C=O)C.CCOC(C)=O>[C:9](=[O:10])([O:8][C:1]1[CH:26]=[C:25]2[C:20]([CH:21]=[CH:22][CH:23]=[N:24]2)=[CH:19][CH:18]=1)[O:11][C:12]([CH3:13])([CH3:14])[CH3:15]. Reported procedure: Di-tert-butyl dicarbonate (7.40 g, 33.92 mmol) and 4-(dimethylamino)pyridine (222 mg, 1.81 mmol) were added in sequence to 7-hydroxyquinoline (2.00 g, 13.75 mmol) in anhydrous N,N′-dimethylformamide (20.0 mL) at room temperature. After 18 hours, the reaction was diluted with EtOAc (250 mL). The organic layer was washed with 1.0 M NaOH (250 mL), water (3×250 mL), saturated aqueous NaCl solution (250 mL), dried (Na2SO4), filtered, and concentrated. The residue was purified via column chromatograph... Starting materials: Brc1nccs1, O=C([O-])[O-], C1CC2(CCN1)OCCO2, [Cs+], [Cs+], CN(C)C=O, O. The product is c1csc(N2CCC3(CC2)OCCO3)n1. RXN SMILES: [Br:11][c:12]1[s:13][cH:14][cH:15][n:16]1.[C:17](=[O:18])([O-:19])[O-:20].[CH2:1]1[CH2:2][O:3][C:4]2([CH2:5][CH2:6][NH:7][CH2:8][CH2:9]2)[O:10]1.[Cs+:21].[Cs+:22].[O:23]=[CH:24][N:25]([CH3:26])[CH3:27].[OH2:28]>>[CH2:1]1[CH2:2][O:3][C:4]2([CH2:5][CH2:6][N:7]([c:12]3[s:13][cH:14][cH:15][n:16]3)[CH2:8][CH2:9]2)[O:10]1. Starting materials: [N+](=O)([O-])C1=C(C=C(C=C1)CN1C(C=2C(C1=O)=CC=CC2)=O)C(C(=O)OCC)C(=O)OCC (diethyl 2-nitro-5-phthalimidomethylphenylmalonate), Cl (hydrochloric acid). Run in O1CCOCC1 (1,4-dioxane). Run at temperature 120 celsius, time 2 hour. Yields the product Cl.NCC=1C=CC(=C(C1)CC(=O)OC)[N+](=O)[O-] (Methyl 5-aminomethyl-2-nitrophenylacetate hydrochloride). Reaction SMILES: [N+:1]([C:4]1[CH:9]=[CH:8][C:7]([CH2:10][N:11]2C(=O)C3=CC=CC=C3C2=O)=[CH:6][C:5]=1[CH:22](C(OCC)=O)[C:23]([O:25][CH2:26]C)=[O:24])([O-:3])=[O:2].[ClH:33]>O1CCOCC1>[ClH:33].[NH2:11][CH2:10][C:7]1[CH:8]=[CH:9][C:4]([N+:1]([O-:3])=[O:2])=[C:5]([CH2:22][C:23]([O:25][CH3:26])=[O:24])[CH:6]=1 |f:3.4|. Reported procedure: A solution of diethyl 2-nitro-5-phthalimidomethylphenylmalonate in a mixture of concentrated hydrochloric acid (150 mL) and 1,4-dioxane (150 mL) was heated at 120° C. for 24 h. The solvents was removed in vacuo and the residual solid was dissolved in methanol (100 mL). To the solution was added thionyl chloride (11.8 g) dropwise at 0° C. The mixture was stirred for 2 h at 40° C. and the solvent and the excess reagent was removed in vacuo. The residue was washed with diethyl ether and dried to gi... The reactants are BrC1=CC(=C(S1)C=O)[N+](=O)[O-] (5Bromo-3-nitrothiophene-2-carbaldehyde), CC(=O)C.OS(=O)(=O)O.O=[Cr](=O)=O (Jones Reagent). Run in CC(=O)C (acetone), O (water). Run at time 1 hour. Product: BrC1=CC(=C(S1)C(=O)O)[N+](=O)[O-] (5-Bromo-3-nitrothiophene-2-carboxylic acid). Isolated yield 80.0%. RXN SMILES: [Br:1][C:2]1[S:6][C:5]([CH:7]=[O:8])=[C:4]([N+:9]([O-:11])=[O:10])[CH:3]=1.CC(C)=[O:14].OS(O)(=O)=O.O=[Cr](=O)=O>CC(C)=O.O>[Br:1][C:2]1[S:6][C:5]([C:7]([OH:14])=[O:8])=[C:4]([N+:9]([O-:11])=[O:10])[CH:3]=1 |f:1.2.3|. Procedure: 5Bromo-3-nitrothiophene-2-carbaldehyde (0.5953 g, 2.5012 mmol, prepared according to Sone, C; Matsuki, Y Bull Chem Soc Japan, 1963, 36(5), 618-20.) was dissolved in acetone (5 mL) and Jones Reagent (1.5 mL) was added. The reaction was stirred at RT for 1 h. The reaction was diluted with water (30 mL) and extracted with EtOAc (3×30 mL). The combined organics were washed With water (4×100 mL), dried over MgSO4 filtered and concentrated to give 0.4993 g (1.9892 mmol, 80%) of the product as a light ... Reactants: ClC1=C(C=C(N)C=C1)C1=NC=CC=C1 (4-chloro-3-(pyridin-2-yl)aniline), C(C)(C)(C)OC(=O)N1CC(N(CC1)CC1=CC=C(C(=O)O)C=C1)=O (4-((4-(tert-butoxycarbonyl)-2-oxopiperazin-1-yl)methyl)benzoic acid). Product: ClC1=C(C=C(C=C1)NC(=O)C1=CC=C(CN2C(CN(CC2)C(=O)OC(C)(C)C)=O)C=C1)C1=NC=CC=C1 (tert-butyl 4-(4-(4-chloro-3-(pyridin-2-yl)phenylcarbamoyl)benzyl)-3-oxopiperazine-1-carboxylate). RXN SMILES: [Cl:1][C:2]1[CH:8]=[CH:7][C:5]([NH2:6])=[CH:4][C:3]=1[C:9]1[CH:14]=[CH:13][CH:12]=[CH:11][N:10]=1.[C:15]([O:19][C:20]([N:22]1[CH2:27][CH2:26][N:25]([CH2:28][C:29]2[CH:37]=[CH:36][C:32]([C:33](O)=[O:34])=[CH:31][CH:30]=2)[C:24](=[O:38])[CH2:23]1)=[O:21])([CH3:18])([CH3:17])[CH3:16]>>[Cl:1][C:2]1[CH:8]=[CH:7][C:5]([NH:6][C:33]([C:32]2[CH:31]=[CH:30][C:29]([CH2:28][N:25]3[CH2:26][CH2:27][N:22]([C:20]([O:19][C:15]([CH3:16])([CH3:17])[CH3:18])=[O:21])[CH2:23][C:24]3=[O:38])=[CH:37][CH:36]=2)=[O:34])=[CH:4][C:3]=1[C:9]1[CH:14]=[CH:13][CH:12]=[CH:11][N:10]=1. Procedure details: 500 mg of methyl 4-(bromomethyl)benzoate was reacted with 480 mg of tert-butyl 3-oxopiperazine-1-carboxylate and 1 g of Cesium Carbonate in 9 mL of DMF at 45° C. Upon completion, the reaction was extracted in Ethyl Acetate 2 times saturated bicarbonate, dried over Magnesium Sulfate, filtered and concentrated to give tert-butyl 4-(4-(methoxycarbonyl)benzyl)-3-oxopiperazine-1-carboxylate. 613 mg of tert-butyl 4-(4-(methoxycarbonyl)benzyl)-3-oxopiperazine-1-carboxylate was hydrolyzed via Procedure ...